From a dataset of the Open Reaction Database (ORD), a public repository of structured organic reaction records. describe an organic reaction: reactants, conditions, products, and yield The reactants are [Al+3], CCOCC, CC(C)OC(C)C, [Cl-], CCCCC1(CCCC)CCc2c(OCc3ccc4ccccc4n3)ccc(Cl)c2C1=O, [H-], [H-], [H-], [H-], [Li+], [NH4+], C1CCOC1. Product: CCCCC1(CCCC)CCc2c(OCc3ccc4ccccc4n3)ccc(Cl)c2C1O. As a reaction SMILES: [Al+3:34].[CH2:48]([O:49][CH2:50][CH3:51])[CH3:52].[CH:41]([O:42][CH:43]([CH3:44])[CH3:45])([CH3:46])[CH3:47].[Cl-:39].[Cl:1][c:2]1[cH:3][cH:4][c:5]([O:21][CH2:22][c:23]2[n:24][c:25]3[cH:26][cH:27][cH:28][cH:29][c:30]3[cH:31][cH:32]2)[c:6]2[c:11]1[C:10](=[O:12])[C:9]([CH2:13][CH2:14][CH2:15][CH3:16])([CH2:17][CH2:18][CH2:19][CH3:20])[CH2:8][CH2:7]2.[H-:33].[H-:36].[H-:37].[H-:38].[Li+:35].[NH4+:40].[O:53]1[CH2:54][CH2:55][CH2:56][CH2:57]1>>[Cl:1][c:2]1[cH:3][cH:4][c:5]([O:21][CH2:22][c:23]2[n:24][c:25]3[cH:26][cH:27][cH:28][cH:29][c:30]3[cH:31][cH:32]2)[c:6]2[c:11]1[CH:10]([OH:12])[C:9]([CH2:13][CH2:14][CH2:15][CH3:16])([CH2:17][CH2:18][CH2:19][CH3:20])[CH2:8][CH2:7]2. Reactants: [Br-], CCCCCCCCC#N, CCCCCCCC[Mg+], CCOCC. The product is CCCCCCCCC(=O)CCCCCCCC. RXN SMILES: [Br-:1].[CH2:11]([CH2:12][CH2:13][CH2:14][CH2:15][CH2:16][CH2:17][CH3:18])[C:19]#[N:20].[CH2:2]([CH2:3][CH2:4][CH2:5][CH2:6][CH2:7][CH2:8][CH3:9])[Mg+:10].[CH3:21][CH2:22][O:23][CH2:24][CH3:25]>>[CH2:2]([CH2:3][CH2:4][CH2:5][CH2:6][CH2:7][CH2:8][CH3:9])[C:19]([CH2:11][CH2:12][CH2:13][CH2:14][CH2:15][CH2:16][CH2:17][CH3:18])=[O:23]. The reactants are C(C#C)(=O)OCCC#N ((2-cyanoethyl) propiolate), C(C#C)(=O)OCC=CC1=CC=CC=C1 ((3-phenyl-2-propene-1-yl) propiolate), ClC=1C=C(C=O)C=CC1 (3-chlorobenzaldehyde), C(C)(=O)[O-].[NH4+] (ammonium acetate). The solvent is C(C)(=O)O (acetic acid). The product is ClC=1C=C(C=CC1)C1C(=CNC=C1C(=O)OCC=CC1=CC=CC=C1)C(=O)OCCC#N (5-(3-phenyl-2-propene-1-yl) 3-(2-cyanoethyl) 4-(3-chlorophenyl)-1,4-dihydropyridine-3,5-dicarboxylate). RXN SMILES: [C:1]([O:5][CH2:6][CH2:7][C:8]#[N:9])(=[O:4])[C:2]#[CH:3].[C:10]([O:14][CH2:15][CH:16]=[CH:17][C:18]1[CH:23]=[CH:22][CH:21]=[CH:20][CH:19]=1)(=[O:13])[C:11]#[CH:12].[Cl:24][C:25]1[CH:26]=[C:27]([CH:30]=[CH:31][CH:32]=1)[CH:28]=O.C([O-])(=O)C.[NH4+:37]>C(O)(=O)C>[Cl:24][C:25]1[CH:26]=[C:27]([CH:28]2[C:11]([C:10]([O:14][CH2:15][CH:16]=[CH:17][C:18]3[CH:19]=[CH:20][CH:21]=[CH:22][CH:23]=3)=[O:13])=[CH:12][NH:37][CH:3]=[C:2]2[C:1]([O:5][CH2:6][CH2:7][C:8]#[N:9])=[O:4])[CH:30]=[CH:31][CH:32]=1 |f:3.4|. Procedure: 493 mg (4.0 mmol) of (2-cyanoethyl) propiolate, 745 ml (4.0 mmol) of (3-phenyl-2-propene-1-yl) propiolate, 0.453 ml (4.0 mmol) of 3-chlorobenzaldehyde and 617 mg (8.0 mmol) of ammonium acetate were heated at 60° C. under stirring in 8 ml of acetic acid for 12 hours. Acetic acid was evaporated under reduced pressure, and the residue was purified by the silica gel chromatography (hexane/ethyl acetate=1/1) to obtain the title compound. RXN SMILES: [Cl:1][c:2]1[c:3]([CH2:4][NH:5][C:6]([N:7]([CH3:8])[CH:9]([CH2:10][CH2:11][C:12](=[O:13])[N:14]2[CH2:15][CH2:16][N:17]([C:20]([O:21][C:22]([CH3:23])([CH3:24])[CH3:25])=[O:26])[CH2:18][CH2:19]2)[CH2:27][O:28][C:29]([NH:30][c:31]2[n:32][cH:33][c:34]3[cH:35][cH:36][cH:37][cH:38][c:39]3[cH:40]2)=[O:41])=[O:42])[cH:43][cH:44][cH:45][c:46]1[F:47].[Cl:55][CH2:56][Cl:57].[F:48][C:49]([F:50])([F:51])[C:52]([OH:53])=[O:54]>>[Cl:1][c:2]1[c:3]([CH2:4][NH:5][C:6]([N:7]([CH3:8])[CH:9]([CH2:10][CH2:11][C:12](=[O:13])[N:14]2[CH2:15][CH2:16][NH:17][CH2:18][CH2:19]2)[CH2:27][O:28][C:29]([NH:30][c:31]2[n:32][cH:33][c:34]3[cH:35][cH:36][cH:37][cH:38][c:39]3[cH:40]2)=[O:41])=[O:42])[cH:43][cH:44][cH:45][c:46]1[F:47]. Product: CN(C(=O)NCc1cccc(F)c1Cl)C(CCC(=O)N1CCNCC1)COC(=O)Nc1cc2ccccc2cn1. The reactants are CN(C(=O)NCc1cccc(F)c1Cl)C(CCC(=O)N1CCN(C(=O)OC(C)(C)C)CC1)COC(=O)Nc1cc2ccccc2cn1, ClCCl, O=C(O)C(F)(F)F. The reactants are NC=1C(=C(C(=O)OC)C(=CC1)SC(C)C)C (methyl 3-amino-2-methyl-6-(1-methylethylsulphenyl)-benzoate), resultant mixture, N(=O)[O-].[Na+] (sodium nitrite), resultant mixture, [I-].[K+] (potassium iodide). Solvent: Cl (hydrochloric acid), O (water), O (water), O (water). Reaction conditions: temperature 80 celsius. Product: IC=1C(=C(C(=O)OC)C(=CC1)SC(C)C)C (methyl 3-iodo-2-methyl-6-(1-methylethylsulphenyl)benzoate). Yield: 77.8%. Reaction SMILES: N([O-])=O.[Na+].N[C:6]1[C:7]([CH3:20])=[C:8]([C:13]([S:16][CH:17]([CH3:19])[CH3:18])=[CH:14][CH:15]=1)[C:9]([O:11][CH3:12])=[O:10].[I-:21].[K+]>O.Cl>[I:21][C:6]1[C:7]([CH3:20])=[C:8]([C:13]([S:16][CH:17]([CH3:19])[CH3:18])=[CH:14][CH:15]=1)[C:9]([O:11][CH3:12])=[O:10] |f:0.1,3.4|. Reported procedure: A solution of sodium nitrite (6.7 g) in water was added to a stirred, cooled mixture of methyl 3-amino-2-methyl-6-(1-methylethylsulphenyl)-benzoate (18 g) in concentrated hydrochloric acid while maintaining the temperature below 0° C. The resultant mixture was added to a solution of potassium iodide (16 g) in water while maintaining the temperature at about 80° C. The resultant mixture was stirred at 80° C. for 15 mins then cooled to room temperature. It was diluted with water and extracted with...